From a dataset of the Open Reaction Database (ORD), a public repository of structured organic reaction records. describe an organic reaction: reactants, conditions, products, and yield Reactants: N1(CCCCC1)CCC1=CC=C(C=C1)OC (4-(piperidin-1-ylethyl)-anisole), Br (hydrobromic acid). Run in C(C)(=O)O (acetic acid). The product is N1(CCCCC1)CCC1=CC=C(C=C1)O (4-(piperidin-1-ylethyl)-phenol). RXN SMILES: [N:1]1([CH2:7][CH2:8][C:9]2[CH:14]=[CH:13][C:12]([O:15]C)=[CH:11][CH:10]=2)[CH2:6][CH2:5][CH2:4][CH2:3][CH2:2]1.Br>C(O)(=O)C>[N:1]1([CH2:7][CH2:8][C:9]2[CH:10]=[CH:11][C:12]([OH:15])=[CH:13][CH:14]=2)[CH2:6][CH2:5][CH2:4][CH2:3][CH2:2]1. Reported procedure: A solution of 11 g=50 mmoles of 4-(piperidin-1-ylethyl)-anisole in a mixture of 50 ml of glacial acetic acid and 50 ml of 48% strength hydrobromic acid is boiled under reflux for 4 hours, the solution is evaporated in vacuo and the residue is recrystallized from ethanol. This gives 9 g of the hydrobromide, melting point: 265° C. The salt is dissolved in 30 ml of water and the free base is precipitated with concentrated aqueous ammonia solution and is filtered off. This gives 5.5 g (54% of theory... Starting materials: crude product, FC(C=O)CN1C2=C(N=CC1=O)C=CC(=N2)OC (2-Fluoro-3-(6-methoxy-3-oxopyrido[2,3-b]pyrazin-4(3H)-yl)propanal), NC1CC(N(C1)C=1C=CC2=C(NC(CO2)=O)C1)=O (6-(4-amino-2-oxopyrrolidin-1-yl)-2H-1,4-benzoxazin-3(4H)-one), C(C)(=O)O (Acetic acid), S(=O)(=O)([O-])[O-].[Na+].[Na+] (sodium sulfate), C(C)(=O)O[BH-](OC(C)=O)OC(C)=O.[Na+] (Sodium triacetoxyborohydride). Solvent: CN(C=O)C (N,N-dimethylformamide), ClCCl (dichloromethane). Run at time 12 hour. Product: FC(CN1C2=C(N=CC1=O)C=CC(=N2)OC)CNC2CN(C(C2)=O)C=2C=CC1=C(NC(CO1)=O)C2 (4-(2-Fluoro-3-{[5-oxo-1-(3-oxo-3,4-dihydro-2H-1,4benzoxazin-6-yl)pyrrolidin-3-yl]amino}propyl)-6-methoxypyrido[2,3-b]pyrazin-3(4H)-one). The yield is 40.7%. RXN SMILES: [F:1][CH:2]([CH2:5][N:6]1[C:11](=[O:12])[CH:10]=[N:9][C:8]2[CH:13]=[CH:14][C:15]([O:17][CH3:18])=[N:16][C:7]1=2)[CH:3]=O.[NH2:19][CH:20]1[CH2:24][N:23]([C:25]2[CH:26]=[CH:27][C:28]3[O:33][CH2:32][C:31](=[O:34])[NH:30][C:29]=3[CH:35]=2)[C:22](=[O:36])[CH2:21]1.C(O)(=O)C.S([O-])([O-])(=O)=O.[Na+].[Na+].C(O[BH-](OC(=O)C)OC(=O)C)(=O)C.[Na+]>CN(C)C=O.ClCCl>[F:1][CH:2]([CH2:3][NH:19][CH:20]1[CH2:21][C:22](=[O:36])[N:23]([C:25]2[CH:26]=[CH:27][C:28]3[O:33][CH2:32][C:31](=[O:34])[NH:30][C:29]=3[CH:35]=2)[CH2:24]1)[CH2:5][N:6]1[C:11](=[O:12])[CH:10]=[N:9][C:8]2[CH:13]=[CH:14][C:15]([O:17][CH3:18])=[N:16][C:7]1=2 |f:3.4.5,6.7|. Procedure details: A crude product of 2-Fluoro-3-(6-methoxy-3-oxopyrido[2,3-b]pyrazin-4(3H)-yl)propanal (323 mg), 6-(4-amino-2-oxopyrrolidin-1-yl)-2H-1,4-benzoxazin-3(4H)-one (Reference Example 6; 227 mg, 0.917 mmol) were mixed in a mixed solution of dichloromethane (30 ml) and N,N-dimethylformamide (3 ml). Acetic acid (0.105 ml, 1.834 mmol) and anhydrous sodium sulfate (450 mg) were added to the solution and the mixture was stirred for 12 hours. Sodium triacetoxyborohydride (389 mg, 1.834 mmol) was added to the r... Starting materials: ClC1=C2C(=NC=C1C#N)C=CS2 (7-chlorothieno[3,2-b]pyridine-6-carbonitrile), ClC1=C(CN)C=CC(=C1)Cl (2,4-dichlorobenzylamine), C(C)(C)N(C(C)C)CC (N,N-diisopropylethylamine). Solvent: C(C)OCCO (2-ethoxyethanol). Product: ClC1=C(CNC2=C3C(=NC=C2C#N)C=CS3)C=CC(=C1)Cl (7-[(2,4-dichlorobenzyl)amino]thieno[3,2-b]pyridine-6-carbonitrile). The yield is 75.9%. Reaction SMILES: Cl[C:2]1[C:7]([C:8]#[N:9])=[CH:6][N:5]=[C:4]2[CH:10]=[CH:11][S:12][C:3]=12.[Cl:13][C:14]1[CH:21]=[C:20]([Cl:22])[CH:19]=[CH:18][C:15]=1[CH2:16][NH2:17].C(N(CC)C(C)C)(C)C>C(OCCO)C>[Cl:13][C:14]1[CH:21]=[C:20]([Cl:22])[CH:19]=[CH:18][C:15]=1[CH2:16][NH:17][C:2]1[C:7]([C:8]#[N:9])=[CH:6][N:5]=[C:4]2[CH:10]=[CH:11][S:12][C:3]=12. Reported procedure: A mixture of 7-chlorothieno[3,2-b]pyridine-6-carbonitrile (200 mg, 1.03 mmol), 2,4-dichlorobenzylamine (217.6 mg, 0.17 mL, 1.24 mmol), N,N-diisopropylethylamine in 5 mL of 2-ethoxyethanol is heated at reflux for 4 hours. After cooling the mixture is concentrated in vacuo and the residue is treated with a saturated aqueous sodium bicarbonate solution for 1 hour. The precipitate is collected by filtration, washed with water, dried in vacuo, and then purified by flash column chromatography eluting ...